From a dataset of the Open Reaction Database (ORD), a public repository of structured organic reaction records. describe an organic reaction: reactants, conditions, products, and yield Reactants: ClCCl (Dichloromethane), C([O-])([O-])=O.[Cs+].[Cs+] (Cesium carbonate), BrCCOC1OCCCC1 (2-(2-bromoethoxy)-tetrahydro-2H-pyran), BrC=1C=C(C=CC1)C(=C)C1=CC=C(C=C1)O (4-[1-(3-bromo-phenyl)-vinyl]-phenol). Solvent: C1CCCCC1.C(C)(=O)OCC (cyclohexane ethyl acetate), O (water), CN(C=O)C (N,N-dimethylformamide). Reaction conditions: temperature 55 celsius, time 8 hour. The product is BrC=1C=C(C=CC1)C(=C)C1=CC=C(OCCOC2OCCCC2)C=C1 (2-(2-{4-[1-(3-Bromo-phenyl)-vinyl]-phenoxy}-ethoxy)-tetrahydro-pyran). Yield: 46.3%. As a reaction SMILES: C(=O)([O-])[O-].[Cs+].[Cs+].Br[CH2:8][CH2:9][O:10][CH:11]1[CH2:16][CH2:15][CH2:14][CH2:13][O:12]1.[Br:17][C:18]1[CH:19]=[C:20]([C:24]([C:26]2[CH:31]=[CH:30][C:29]([OH:32])=[CH:28][CH:27]=2)=[CH2:25])[CH:21]=[CH:22][CH:23]=1.ClCCl>CN(C)C=O.C1CCCCC1.C(OCC)(=O)C.O>[Br:17][C:18]1[CH:19]=[C:20]([C:24]([C:26]2[CH:27]=[CH:28][C:29]([O:32][CH2:8][CH2:9][O:10][CH:11]3[CH2:16][CH2:15][CH2:14][CH2:13][O:12]3)=[CH:30][CH:31]=2)=[CH2:25])[CH:21]=[CH:22][CH:23]=1 |f:0.1.2,7.8|. Procedure details: Cesium carbonate (4.36 g, 13.4 mmol, 1.2 eq) and 2-(2-bromoethoxy)-tetrahydro-2H-pyran (1.94 mL, 12.8 mmol, 1.2 eq) were added to a solution of 4-[1-(3-bromo-phenyl)-vinyl]-phenol (2.9 g, 10.7 mmol, 1.0 eq) in dry N,N-dimethylformamide (35 mL). The mixture was stirred overnight at 55° C. Dichloromethane (100 mL) and water (50 mL) were then added. The organic phase was washed with water (3×) and dried over sodium sulfate. Evaporation of solvent and purification by flash chromatography (eluent: cy... Starting materials: mixture, [N+](=O)(O)[O-] (nitric acid), S(O)(O)(=O)=O (sulphuric acid), FC(OC1=C(C=CC=C1)OC(F)(F)F)(F)F (1,2-bistrifluoromethoxybenzene), ice water. Reaction conditions: temperature 0 celsius, time 5 hour. Yields the product FC(OC=1C=C(C=CC1OC(F)(F)F)[N+](=O)[O-])(F)F (3,4-bistrifluoromethoxynitrobenzene). Reaction SMILES: [F:1][C:2]([F:16])([F:15])[O:3][C:4]1[CH:9]=[CH:8][CH:7]=[CH:6][C:5]=1[O:10][C:11]([F:14])([F:13])[F:12].[N+:17]([O-])([OH:19])=[O:18].S(=O)(=O)(O)O>>[F:1][C:2]([F:15])([F:16])[O:3][C:4]1[CH:9]=[C:8]([N+:17]([O-:19])=[O:18])[CH:7]=[CH:6][C:5]=1[O:10][C:11]([F:12])([F:13])[F:14]. Procedure details: 248 g of the 1,2-bistrifluoromethoxybenzene thus obtained were allowed to drop at 0° C. in the course of 2 hours into 250 g of a mixture of 33% by weight of nitric acid and 67% by weight of sulphuric acid. The mixture was subsequently stirred at 0° C. for 5 hours, then added to ice water, and the organic phase was separated off and distilled. 284 g of 99% strength 3,4-bistrifluoromethoxynitrobenzene were obtained. Reactants: C1CCOC1, CN1CCc2cc(C(=O)N3CCC(NC(=O)OC(C)(C)C)C3)ccc2C1, Cl. Product: CN1CCc2cc(C(=O)N3CCC(N)C3)ccc2C1. RXN SMILES: [CH2:28]1[O:29][CH2:30][CH2:31][CH2:32]1.[CH3:1][N:2]1[CH2:3][c:4]2[cH:5][cH:6][c:7]([C:12](=[O:13])[N:14]3[CH2:15][CH:16]([NH:19][C:20](=[O:21])[O:22][C:23]([CH3:24])([CH3:25])[CH3:26])[CH2:17][CH2:18]3)[cH:8][c:9]2[CH2:10][CH2:11]1.[ClH:27]>>[CH3:1][N:2]1[CH2:3][c:4]2[cH:5][cH:6][c:7]([C:12](=[O:13])[N:14]3[CH2:15][CH:16]([NH2:19])[CH2:17][CH2:18]3)[cH:8][c:9]2[CH2:10][CH2:11]1. Reactants: BrCC=1C=C(C(=O)OC)C=CC1 (Methyl 3-(bromomethyl)benzoate), FC1=CC=C(C=N1)CCCCCCC(C(=O)NCC=1SC(=NN1)C1=CC=C(C=C1)O)O (8-(6-fluoropyridin-3-yl)-2-hydroxy-N-((5-(4-hydroxyphenyl)-1,3,4-thiadiazol-2-yl)methyl)octanamide), C([O-])([O-])=O.[Cs+].[Cs+] (cesium carbonate), CN(C=O)C (dimethylformamide). Solvent: C(C)(=O)OCC (ethyl acetate). Run at time 20 hour. Product: FC1=CC=C(C=N1)CCCCCCC(C(=O)NCC1=NN=C(S1)C1=CC=C(OCC=2C=C(C(=O)OC)C=CC2)C=C1)O (methyl 3-((4-(5-((8-(6-fluoropyridin-3-yl)-2-hydroxyoctanamido)methyl)-1,3,4-thiadiazol-2-yl)phenoxy)methyl)benzoate). Reaction SMILES: Br[CH2:2][C:3]1[CH:4]=[C:5]([CH:10]=[CH:11][CH:12]=1)[C:6]([O:8][CH3:9])=[O:7].[F:13][C:14]1[N:19]=[CH:18][C:17]([CH2:20][CH2:21][CH2:22][CH2:23][CH2:24][CH2:25][CH:26]([OH:43])[C:27]([NH:29][CH2:30][C:31]2[S:32][C:33]([C:36]3[CH:41]=[CH:40][C:39]([OH:42])=[CH:38][CH:37]=3)=[N:34][N:35]=2)=[O:28])=[CH:16][CH:15]=1.C(=O)([O-])[O-].[Cs+].[Cs+].CN(C)C=O>C(OCC)(=O)C>[F:13][C:14]1[N:19]=[CH:18][C:17]([CH2:20][CH2:21][CH2:22][CH2:23][CH2:24][CH2:25][CH:26]([OH:43])[C:27]([NH:29][CH2:30][C:31]2[S:32][C:33]([C:36]3[CH:37]=[CH:38][C:39]([O:42][CH2:2][C:3]4[CH:4]=[C:5]([CH:10]=[CH:11][CH:12]=4)[C:6]([O:8][CH3:9])=[O:7])=[CH:40][CH:41]=3)=[N:34][N:35]=2)=[O:28])=[CH:16][CH:15]=1 |f:2.3.4|. Reported procedure: A mixture of methyl 2-hydroxyoct-7-enoate (5.0 g, 0.029 mol), 5-bromo-2-fluoropyridine (6.3 g, 0.035 mol), triethylamine (60 mL), pyridine (6.0 mL), palladium acetate (0.326 g, 0.0014 mol), and tri(o-tolyl)phosphine (1.77 g, 0.0058 mmol) in DMF (30 mL) was heated in a screw-top tube under argon at 100° C. for 3 days. After cooling to room temperature, the resulting mixture was diluted with ethyl acetate and washed sequentially with saturated aqueous ammonium chloride and brine. The organic layer... Procedure: A solution of 1-(2-aminoethyl)-7-[(4-fluorophenyl)methyl]-4-hydroxy-N-{2-[(2-hydroxyethyl)oxy]ethyl}-2-oxo-1,2-dihydro-1,5-naphthyridine-3-carboxamide (0.025 g, 0.057 mmol) and diisopropyl ethylamine (0.05 mL, 0.29 mmol) in DMF (3 mL) under nitrogen was treated with N,N-dimethyl carbonyl chloride (0.0055 mL, 0.06 mmol) (40° C. After 2½ h the reaction was cooled, concentrated in vacuo, and the resulting residue treated with 1N NaHSO4, filtered, washed with water, and dried in vacuo to provide the... Yields the product CN(C(=O)NCCN1C(C(=C(C2=NC=C(C=C12)CC1=CC=C(C=C1)F)O)C(=O)NCCOCCO)=O)C (1-(2-{[(dimethylamino)carbonyl]amino}ethyl)-7-[(4-fluorophenyl)methyl]-4-hydroxy-N-{2-[(2-hydroxyethyl)oxy]ethyl}-2-oxo-1,2-dihydro-1,5-naphthyridine-3-carboxamide). The reactants are NCCN1C(C(=C(C2=NC=C(C=C12)CC1=CC=C(C=C1)F)O)C(=O)NCCOCCO)=O (1-(2-aminoethyl)-7-[(4-fluorophenyl)methyl]-4-hydroxy-N-{2-[(2-hydroxyethyl)oxy]ethyl}-2-oxo-1,2-dihydro-1,5-naphthyridine-3-carboxamide), C(C)(C)N(CC)C(C)C (diisopropyl ethylamine), N,N-dimethyl carbonyl chloride, CN(C)C=O (DMF). Reaction SMILES: [NH2:1][CH2:2][CH2:3][N:4]1[C:13]2[C:8](=[N:9][CH:10]=[C:11]([CH2:14][C:15]3[CH:20]=[CH:19][C:18]([F:21])=[CH:17][CH:16]=3)[CH:12]=2)[C:7]([OH:22])=[C:6]([C:23]([NH:25][CH2:26][CH2:27][O:28][CH2:29][CH2:30][OH:31])=[O:24])[C:5]1=[O:32].C(N(C(C)C)CC)(C)C.[CH3:42][N:43]([CH:45]=[O:46])[CH3:44]>>[CH3:42][N:43]([CH3:44])[C:45]([NH:1][CH2:2][CH2:3][N:4]1[C:13]2[C:8](=[N:9][CH:10]=[C:11]([CH2:14][C:15]3[CH:16]=[CH:17][C:18]([F:21])=[CH:19][CH:20]=3)[CH:12]=2)[C:7]([OH:22])=[C:6]([C:23]([NH:25][CH2:26][CH2:27][O:28][CH2:29][CH2:30][OH:31])=[O:24])[C:5]1=[O:32])=[O:46]. Starting materials: O=C(CCCCCCCOc1ccc2c(c1)[nH]c1ccccc12)NOCc1ccccc1, C1CCOC1, [Pd]. Product: O=C(CCCCCCCOc1ccc2c(c1)[nH]c1ccccc12)NO. As a reaction SMILES: [CH2:1]([c:2]1[cH:3][cH:4][cH:5][cH:6][cH:7]1)[O:8][NH:9][C:10]([CH2:11][CH2:12][CH2:13][CH2:14][CH2:15][CH2:16][CH2:17][O:18][c:19]1[cH:20][c:21]2[nH:22][c:23]3[cH:24][cH:25][cH:26][cH:27][c:28]3[c:29]2[cH:30][cH:31]1)=[O:32].[O:33]1[CH2:34][CH2:35][CH2:36][CH2:37]1.[Pd:38]>>[OH:8][NH:9][C:10]([CH2:11][CH2:12][CH2:13][CH2:14][CH2:15][CH2:16][CH2:17][O:18][c:19]1[cH:20][c:21]2[nH:22][c:23]3[cH:24][cH:25][cH:26][cH:27][c:28]3[c:29]2[cH:30][cH:31]1)=[O:32]. Reactants: ClC(=C(C)C)N(C)C (1-Chloro-N,N,2-trimethyl-1-propenylamine), N1(CCC1)C(=O)C=1C=C(C(=NC1)OC=1C=C(C(=O)O)C=C(C1)O[C@@H]1COCC1)Cl (3-{[5-(azetidin-1-ylcarbonyl)-3-chloropyridin-2-yl]oxy}-5-[(3S)-tetrahydrofuran-3-yloxy]benzoic acid), NC=1SC=C(N1)C (2-Amino-4-methylthiazole), N1=CC=CC=C1 (pyridine). Solvent: C(Cl)Cl (DCM). Run at time 2 hour. The product is N1(CCC1)C(=O)C=1C=C(C(=NC1)OC=1C=C(C(=O)NC=2SC=C(N2)C)C=C(C1)O[C@@H]1COCC1)Cl (3-{[5-(Azetidin-1-ylcarbonyl)-3-chloropyridin-2-yl]oxy}-N-(4-methyl-1,3-thiazol-2-yl)-5-[(3S)-tetrahydrofuran-3-yloxy]benzamide). Isolated yield 31.6%. RXN SMILES: ClC(N(C)C)=C(C)C.[N:9]1([C:13]([C:15]2[CH:16]=[C:17]([Cl:37])[C:18]([O:21][C:22]3[CH:23]=[C:24]([CH:28]=[C:29]([O:31][C@H:32]4[CH2:36][CH2:35][O:34][CH2:33]4)[CH:30]=3)[C:25]([OH:27])=O)=[N:19][CH:20]=2)=[O:14])[CH2:12][CH2:11][CH2:10]1.[NH2:38][C:39]1[S:40][CH:41]=[C:42]([CH3:44])[N:43]=1.N1C=CC=CC=1>C(Cl)Cl>[N:9]1([C:13]([C:15]2[CH:16]=[C:17]([Cl:37])[C:18]([O:21][C:22]3[CH:23]=[C:24]([CH:28]=[C:29]([O:31][C@H:32]4[CH2:36][CH2:35][O:34][CH2:33]4)[CH:30]=3)[C:25]([NH:38][C:39]3[S:40][CH:41]=[C:42]([CH3:44])[N:43]=3)=[O:27])=[N:19][CH:20]=2)=[O:14])[CH2:10][CH2:11][CH2:12]1. Reported procedure: 1-Chloro-N,N,2-trimethyl-1-propenylamine (0.70 mL, 0.53 mmol) was added to a solution of 3-{[5-(azetidin-1-ylcarbonyl)-3-chloropyridin-2-yl]oxy}-5-[(3S)-tetrahydrofuran-3-yloxy]benzoic acid (200 mg, 0.48 mmol) in DCM (6 mL) and stirred at RT for 2 hours. 2-Amino-4-methylthiazole (110 mg, 0.96 mmol) and pyridine (0.078 mL, 0.96 mmol) were added and the reaction stirred at RT for 16 hours. The solvent was removed in vacuo, water (20 mL) added and the mixture extracted with ethyl acetate (3×20 mL).... Starting materials: O1C=2COCC21 (3,4-epoxy-2,5-dihydrofuran), C1(=CC=CC=C1)[C@@H](C)N ((R)-1-phenylethylamine), C[Al](C)C (trimethylaluminum). Yields the product C1(=CC=CC=C1)C(C)NC1C(COC1)O (4-(N-(1-Phenylethyl)amino)-3-hydroxy-2,3,4,5-tetrahydrofuran). RXN SMILES: [O:1]1[C:6]2[CH2:5][O:4][CH2:3][C:2]1=2.[C:7]1([C@H:13]([NH2:15])[CH3:14])[CH:12]=[CH:11][CH:10]=[CH:9][CH:8]=1.C[Al](C)C>>[C:7]1([CH:13]([NH:15][CH:6]2[CH2:5][O:4][CH2:3][CH:2]2[OH:1])[CH3:14])[CH:12]=[CH:11][CH:10]=[CH:9][CH:8]=1. Procedure: According to the procedure of Overman, et al. (J. Org. Chem. 1985, 50, 4154), 3,4-epoxy-2,5-dihydrofuran was treated with (R)-1-phenylethylamine and trimethylaluminum to give a 1:1 mixture of diastereomers. The mixture was purified by silica gel chromatography to provide the desired compound. Starting materials: BrCCCCBr (1,4-dibromo-butane), [NH4+].[Cl-] (NH4Cl), [Li+].CC(C)[N-]C(C)C (LDA), C(C)OC(C(C)C1=CC=C(C=C1)C)=O (2-p-tolyl-propionic acid ethyl ester). Run in C1CCOC1 (THF), CN1CCCN(C1=O)C (DMPU), C1CCOC1 (THF). Conditions: time 1 hour. Yields the product C(C)OC(C(CCCCBr)(C1=CC=C(C=C1)C)C)=O (6-bromo-2-methyl-2-p-tolyl-hexanoic acid ethyl ester). Yield: 61.1%. Reaction SMILES: [Li+].CC([N-]C(C)C)C.[CH2:9]([O:11][C:12](=[O:22])[CH:13]([C:15]1[CH:20]=[CH:19][C:18]([CH3:21])=[CH:17][CH:16]=1)[CH3:14])[CH3:10].[Br:23][CH2:24][CH2:25][CH2:26][CH2:27]Br.[NH4+].[Cl-]>C1COCC1.CN1C(=O)N(C)CCC1>[CH2:9]([O:11][C:12](=[O:22])[C:13]([CH3:14])([C:15]1[CH:16]=[CH:17][C:18]([CH3:21])=[CH:19][CH:20]=1)[CH2:27][CH2:26][CH2:25][CH2:24][Br:23])[CH3:10] |f:0.1,4.5|. Procedure: Under N2 atmosphere, LDA (54.5 mL, 110 mmol) was added drop-wise to a stirred solution of 2-p-tolyl-propionic acid ethyl ester (21 g, 110 mmol) in anhydrous THF (190 mL) at −78° C. After 1 h, the reaction mixture was added to a solution of 1,4-dibromo-butane (38 g, 176 mmol) in THF (50 mL) at −78° C., followed by addition of DMPU (20 mL). The reaction mixture was stirred for 2 h, then warmed to rt overnight. The resulting mixture was poured into saturated NH4Cl solution (1000 mL), and extracted ... Reactants: C(C)(C)(C)OC(=O)N1CCC(CC1)N1N=CC(=C1)C=1C=NC(=C(C1)C=1N=CC2=C(C=C(C(=C2C1)Cl)F)F)N (4-{4-[6-Amino-5-(5-chloro-6,8-difluoroisoquinolin-3-yl)-pyridin-3-yl]-pyrazol-1-yl}-piperidine-1-carboxylic acid tert-butyl ester), Cl (HCl). Solvent: C(Cl)Cl (DCM), CCOCC (Et2O). Run at time 16 hour. Yields the product Cl.Cl.Cl.ClC1=C2C=C(N=CC2=C(C=C1F)F)C=1C(=NC=C(C1)C=1C=NN(C1)C1CCNCC1)N (3-(5-Chloro-6,8-difluoroisoquinolin-3-yl)-5-(1-piperidin-4-yl-1H-pyrazol-4-yl)-pyridin-2-ylamine trihydrochloride salt). RXN SMILES: C(OC([N:8]1[CH2:13][CH2:12][CH:11]([N:14]2[CH:18]=[C:17]([C:19]3[CH:20]=[N:21][C:22]([NH2:38])=[C:23]([C:25]4[N:26]=[CH:27][C:28]5[C:33]([CH:34]=4)=[C:32]([Cl:35])[C:31]([F:36])=[CH:30][C:29]=5[F:37])[CH:24]=3)[CH:16]=[N:15]2)[CH2:10][CH2:9]1)=O)(C)(C)C.[ClH:39]>C(Cl)Cl.CCOCC>[ClH:35].[ClH:39].[ClH:35].[Cl:35][C:32]1[C:31]([F:36])=[CH:30][C:29]([F:37])=[C:28]2[C:33]=1[CH:34]=[C:25]([C:23]1[C:22]([NH2:38])=[N:21][CH:20]=[C:19]([C:17]3[CH:16]=[N:15][N:14]([CH:11]4[CH2:10][CH2:9][NH:8][CH2:13][CH2:12]4)[CH:18]=3)[CH:24]=1)[N:26]=[CH:27]2 |f:4.5.6.7|. Reported procedure: 4-{4-[6-Amino-5-(5-chloro-6,8-difluoroisoquinolin-3-yl)-pyridin-3-yl]-pyrazol-1-yl}-piperidine-1-carboxylic acid tert-butyl ester (0.0311 mmol) was dissolved in DCM (4.4 ml), and 1.0 M of HCl in Et2O (8.8 ml) was added. The mixture was stirred at rt for 16 h. After that time, solvent was removed in vacuo to give the title compound as a yellow powder. 1H NMR (400 MHz, DMSO-d6): δ=2.14-2.30 (m, 4H), 3.03-3.18 (m, 2H), 3.36-3.42 (m, 2H), 4.50-4.60 (m, 1H), 4.97 (brs, 2H), 8.07 (t, J=10.0 Hz, 1H), 8...